Dataset: the Open Reaction Database (ORD), a public repository of structured organic reaction records. Task: describe an organic reaction: reactants, conditions, products, and yield Starting materials: O=C1CSc2cc(CCBr)ccc2N1, Br, CC(=O)c1ccc2c(c1)SCC(=O)N2, ClCCl. Product: O=C1CSc2cc(C(=O)CBr)ccc2N1. RXN SMILES: [Br:1][CH2:2][CH2:3][c:4]1[cH:5][c:6]2[c:7]([cH:13][cH:14]1)[NH:8][C:9](=[O:12])[CH2:10][S:11]2.[Br:29].[C:15]([c:16]1[cH:18][cH:19][c:20]2[c:26]([cH:27]1)[S:25][CH2:24][C:22](=[O:23])[NH:21]2)(=[O:17])[CH3:28].[CH2:30]([Cl:31])[Cl:32]>>[Br:1][CH2:2][C:3]([c:4]1[cH:5][c:6]2[c:7]([cH:13][cH:14]1)[NH:8][C:9](=[O:12])[CH2:10][S:11]2)=[O:17]. Starting materials: O (water), C([O-])(O)=O.[Na+] (sodium bicarbonate), C(C1=CC=CC=C1)OC1=CC=C(CN2C(=NC=C2CO)SCCC)C=C1 (1-(4-benzyloxybenzyl)-2-propylthio-5-hydroxymethylimidazole). The solvent is FC(C(=O)O)(F)F (trifluoroacetic acid). Yields the product OC1=CC=C(CN2C(=NC=C2CO)SCCC)C=C1 (1-(4-hydroxybenzyl)-2-propylthio-5-hydroxymethylimidazole). Isolated yield 26.5%. As a reaction SMILES: C([O:8][C:9]1[CH:26]=[CH:25][C:12]([CH2:13][N:14]2[C:18]([CH2:19][OH:20])=[CH:17][N:16]=[C:15]2[S:21][CH2:22][CH2:23][CH3:24])=[CH:11][CH:10]=1)C1C=CC=CC=1.O.C(=O)(O)[O-].[Na+]>FC(F)(F)C(O)=O>[OH:8][C:9]1[CH:10]=[CH:11][C:12]([CH2:13][N:14]2[C:18]([CH2:19][OH:20])=[CH:17][N:16]=[C:15]2[S:21][CH2:22][CH2:23][CH3:24])=[CH:25][CH:26]=1 |f:2.3|. Procedure details: A solution of 1.40 g of 1-(4-benzyloxybenzyl)-2-propylthio-5-hydroxymethylimidazole in 15 mL of trifluoroacetic acid was refluxed for 0.25 hour. After cooling, the reaction was poured into water containing an excess of sodium bicarbonate, and the resulting emulsion was extracted with ethyl acetate. The combined organic phases were washed with brine, dried over anhydrous sodium sulfate, filtered, and concentrated. Column chromatography on silica gel (elution: 0-5% methanol/chloroform) afforded 0.... Reactants: oxide, C(O)(O)=O.C(CCC(C)O)O (1,4-pentanediol carbonate), C(C1=CC=CO1)O (furfuryl alcohol), ester. Procedure details: Adding 1,4-pentanediol carbonate and furfuryl alcohol in a tubular ester exchange reactor; then adding the prepared metal-rare earth oxide composite catalyst, mixing uniformly and performing an ester exchange reaction, distilling the reaction product to obtain difurfuryl carbonate, wherein the mole ratio of 1,4-pentanediol carbonate to furfuryl alcohol is 1:6, and the weight ratio of the metal-rare earth oxide composite catalyst to the total weight of 1,4-pentanediol carbonate and furfuryl alcoh... RXN SMILES: [C:1](=[O:4])([OH:3])[OH:2].[CH2:5]([OH:11])[CH2:6][CH2:7][CH:8]([OH:10])[CH3:9].[CH2:12]([OH:18])[C:13]1[O:17][CH:16]=[CH:15][CH:14]=1>>[C:1](=[O:3])([O:2][CH2:9][C:8]1[O:11][CH:5]=[CH:6][CH:7]=1)[O:4][CH2:12][C:13]1[O:17][CH:16]=[CH:15][CH:14]=1.[C:1](=[O:2])([OH:4])[OH:3].[CH2:5]([OH:11])[CH2:6][CH2:7][CH:8]([OH:10])[CH3:9].[CH2:12]([OH:18])[C:13]1[O:17][CH:16]=[CH:15][CH:14]=1 |f:0.1,4.5|. Product: C(OCC1=CC=CO1)(OCC1=CC=CO1)=O (difurfuryl carbonate), C(O)(O)=O.C(CCC(C)O)O (1,4-pentanediol carbonate), C(C1=CC=CO1)O (furfuryl alcohol). Reactants: Cl.ClC1=CC=C(C=C1)NN (4-chlorophenylhydrazine hydrochloride), CCN=C=NCCCN(C)C (EDCI), C(C)OC(CCCNC)OCC (4,4-diethoxy-N-methylbutan-1-amine), ClC=1C=C2C(=CN(C2=CC1)CC(=O)OCC)CCNC (ethyl 2-(5-chloro-3-(2-(methylamino)ethyl)-1H-indol-1-yl)acetate), ClC=1C=C2C3=C(N(C2=CC1)CC(=O)O)CN(CC3)C (2-(6-chloro-1,2,3,4-tetrahydro-2-methylpyrido[3,4-b]indol-9-yl)acetic acid), C1(CCCCC1)N (cyclohexaneamine), C(=O)(C(F)(F)F)O (TFA), BrCC(=O)OCC (ethyl bromoacetate), ClC1=CC=C(C=C1)N(N)CC(=O)OCC (ethyl 2-(1-(4-chlorophenyl)hydrazinyl)acetate), C=O (formaldehyde). Run in C(C)N(CC)CC (triethylamine), ClC=1C=C2C3=C(N(C2=CC1)CC(=O)OCC)CN(CC3)C (ethyl 2-(6-chloro-1,2,3,4-tetrahydro-2-methylpyrido[3,4-b]indol-9-yl)acetate), [OH-].[Na+] (NaOH), C(C)#N (acetonitrile). Product: ClC=1C=C2C3=C(N(C2=CC1)CC(=O)NC1CCCCC1)CN(CC3)C (2-(6-chloro-1,2,3,4-tetrahydro-2-methylpyrido[3,4-b]indol-9-yl)-N-cyclohexylacetamide). Reaction SMILES: Cl.[Cl:2][C:3]1[CH:8]=[CH:7][C:6]([NH:9]N)=[CH:5][CH:4]=1.BrCC([O:15][CH2:16][CH3:17])=O.Cl[C:19]1[CH:24]=[CH:23][C:22]([N:25](CC(OCC)=O)N)=[CH:21][CH:20]=1.C(OC(OCC)CCCNC)C.ClC1C=C2[C:52](=[CH:53][CH:54]=1)[N:51]([CH2:55][C:56](OCC)=O)[CH:50]=C2CCNC.C=O.C(O)(C(F)(F)F)=O.ClC1C=C2C(=CC=1)N(CC(O)=O)C1CN(C)CCC2=1.C1(N)CCCCC1.CCN=C=NCCCN(C)C>C(#N)C.ClC1C=C2C(=CC=1)N(CC(OCC)=O)C1CN(C)CCC2=1.[OH-].[Na+].C(N(CC)CC)C>[Cl:2][C:3]1[CH:8]=[C:7]2[C:6](=[CH:5][CH:4]=1)[N:9]([CH2:17][C:16]([NH:25][CH:22]1[CH2:21][CH2:20][CH2:19][CH2:24][CH2:23]1)=[O:15])[C:53]1[CH2:52][N:51]([CH3:50])[CH2:55][CH2:56][C:54]2=1 |f:0.1,13.14|. Reported procedure: The title compound is prepared by following General Methods 1, 3, 4, 5 and 7 by using 4-chlorophenylhydrazine hydrochloride, ethyl bromoacetate, and triethylamine (General Method 1), ethyl 2-(1-(4-chlorophenyl)hydrazinyl)acetate and 4,4-diethoxy-N-methylbutan-1-amine (General Method 3), ethyl 2-(5-chloro-3-(2-(methylamino)ethyl)-1H-indol-1-yl)acetate, formaldehyde and TFA in acetonitrile (General Method 4), ethyl 2-(6-chloro-1,2,3,4-tetrahydro-2-methylpyrido[3,4-b]indol-9-yl)acetate and NaOH (Ge... Starting materials: C(CC)(=O)Cl (propionyl chloride), C(CCCCCCC)N1SC=CC1=O (2-octyl-4-isothiazolin-3-one), solution, [H-].[Al+3].[Li+].[H-].[H-].[H-] (lithium aluminum hydride). The solvent is C(C)OCC (ethyl ether), O1CCCC1 (tetrahydrofuran). Conditions: temperature 0 celsius, time 1 hour. The product is C(CCCCCCC)NC(\C=C/SC(CC)=O)=O (N-octyl-cis-3-(propanoylthio)acrylamide). The yield is 59.0%. RXN SMILES: [CH2:1]([N:9]1[C:13](=[O:14])[CH:12]=[CH:11][S:10]1)[CH2:2][CH2:3][CH2:4][CH2:5][CH2:6][CH2:7][CH3:8].[H-].[Al+3].[Li+].[H-].[H-].[H-].[C:21](Cl)(=[O:24])[CH2:22][CH3:23]>C(OCC)C.O1CCCC1>[CH2:1]([NH:9][C:13](=[O:14])/[CH:12]=[CH:11]\[S:10][C:21](=[O:24])[CH2:22][CH3:23])[CH2:2][CH2:3][CH2:4][CH2:5][CH2:6][CH2:7][CH3:8] |f:1.2.3.4.5.6|. Procedure details: To a cooled (0° C.), stirred solution of 21.3 g (0.10 mol) of 2-octyl-4-isothiazolin-3-one in 400 ml of anhydrous ethyl ether was added dropwise 30 ml (0.03 mol) of a 1.0M solution of lithium aluminum hydride in tetrahydrofuran over a 20 min period. After the addition the mixture was stirred at 0° C. for 1 hr. Over a 15 min period 8.96 ml (0.10 mol) of propionyl chloride was added. After this addition the mixture was allowed to warm to room temperature. After 12 hr the reaction mixture was a whi... Starting materials: CO, CC(c1ccccc1)N1CCC(CN2CCOCC2)C1C(N)=O, O. The product is NC(=O)C1NCCC1CN1CCOCC1. Reaction SMILES: [CH3:25][OH:26].[O:1]1[CH2:2][CH2:3][N:4]([CH2:7][CH:8]2[CH:9]([C:21](=[O:22])[NH2:23])[N:10]([CH:13]([c:14]3[cH:15][cH:16][cH:17][cH:18][cH:19]3)[CH3:20])[CH2:11][CH2:12]2)[CH2:5][CH2:6]1.[OH2:24]>>[O:1]1[CH2:2][CH2:3][N:4]([CH2:7][CH:8]2[CH:9]([C:21](=[O:22])[NH2:23])[NH:10][CH2:11][CH2:12]2)[CH2:5][CH2:6]1. The reactants are NC1CCC2CN(Cc3ccccc3)CC12, O=C(O)C(Cc1ccccc1)c1ccccc1, CCC(C(=O)O)c1ccccc1. Yields the product O=C(NC1CCC2CN(Cc3ccccc3)CC21)C(Cc1ccccc1)c1ccccc1. RXN SMILES: [CH2:1]([c:2]1[cH:3][cH:4][cH:5][cH:6][cH:7]1)[N:8]1[CH2:9][CH:10]2[CH:11]([CH2:12]1)[CH:13]([NH2:16])[CH2:14][CH2:15]2.[c:17]1([CH:23]([C:24](=[O:25])[OH:26])[CH2:27][c:28]2[cH:29][cH:30][cH:31][cH:32][cH:33]2)[cH:18][cH:19][cH:20][cH:21][cH:22]1.[c:34]1([CH:35]([CH2:36][CH3:37])[C:38]([OH:39])=[O:40])[cH:41][cH:42][cH:43][cH:44][cH:45]1>>[CH2:1]([c:2]1[cH:3][cH:4][cH:5][cH:6][cH:7]1)[N:8]1[CH2:9][CH:10]2[CH:11]([CH2:12]1)[CH:13]([NH:16][C:24]([CH:23]([c:17]1[cH:18][cH:19][cH:20][cH:21][cH:22]1)[CH2:27][c:28]1[cH:29][cH:30][cH:31][cH:32][cH:33]1)=[O:25])[CH2:14][CH2:15]2.